From a dataset of the Open Reaction Database (ORD), a public repository of structured organic reaction records. describe an organic reaction: reactants, conditions, products, and yield Starting materials: CC1=NC(=NC(=C1NC(OC(C)(C)C)=O)C)OCC(=O)N(C1CCNCC1)C (tert-butyl 4,6-dimethyl-2-(2-(methyl(piperidine-4-yl)amino)-2-oxoethoxy)pyrimidine-5-ylcarbamate), C1(=CC=CC=C1)OB(O)O (phenylboric acid). Reagents/catalysts: C(C)(=O)[O-].[Cu+2].C(C)(=O)[O-] (copper (II) acetate). Run in N1=CC=CC=C1 (pyridine). The product is CC1=NC(=NC(=C1NC(OC(C)(C)C)=O)C)OCC(=O)N(C1CCN(CC1)C1=CC=CC=C1)C (tert-butyl 4,6-dimethyl-2-(2-(methyl(1-phenylpiperidine-4-yl)amino)-2-oxoethoxy)pyrimidine-5-ylcarbamate). As a reaction SMILES: [CH3:1][C:2]1[C:7]([NH:8][C:9](=[O:15])[O:10][C:11]([CH3:14])([CH3:13])[CH3:12])=[C:6]([CH3:16])[N:5]=[C:4]([O:17][CH2:18][C:19]([N:21]([CH3:28])[CH:22]2[CH2:27][CH2:26][NH:25][CH2:24][CH2:23]2)=[O:20])[N:3]=1.[C:29]1(OB(O)O)[CH:34]=[CH:33][CH:32]=[CH:31][CH:30]=1>C([O-])(=O)C.[Cu+2].C([O-])(=O)C.N1C=CC=CC=1>[CH3:16][C:6]1[C:7]([NH:8][C:9](=[O:15])[O:10][C:11]([CH3:14])([CH3:12])[CH3:13])=[C:2]([CH3:1])[N:3]=[C:4]([O:17][CH2:18][C:19]([N:21]([CH3:28])[CH:22]2[CH2:23][CH2:24][N:25]([C:29]3[CH:34]=[CH:33][CH:32]=[CH:31][CH:30]=3)[CH2:26][CH2:27]2)=[O:20])[N:5]=1 |f:2.3.4|. Procedure details: The title compound was synthesized from Compound 31, phenylboric acid, copper (II) acetate and pyridine in the same manner as in Example 32. Starting materials: COC(CC1=C(C=C(C=C1I)Cl)Cl)=O (2,4-dichloro-6-iodophenylacetic acid methyl ester), CN1CCCC1=O (NMP). The reagents and catalysts are [C-]#N.[C-]#N.[Zn+2] (Zn(CN)2), C=1C=CC(=CC1)[P](C=2C=CC=CC2)(C=3C=CC=CC3)[Pd]([P](C=4C=CC=CC4)(C=5C=CC=CC5)C=6C=CC=CC6)([P](C=7C=CC=CC7)(C=8C=CC=CC8)C=9C=CC=CC9)[P](C=1C=CC=CC1)(C=1C=CC=CC1)C=1C=CC=CC1 (tetrakis(triphenylphosphine)palladium). Reaction conditions: temperature 110 celsius. Yields the product COC(CC1=C(C=C(C=C1C#N)Cl)Cl)=O (2,4-dichloro-6-cyanophenylacetic acid methyl ester). Reaction SMILES: [CH3:1][O:2][C:3](=[O:14])[CH2:4][C:5]1[C:10](I)=[CH:9][C:8]([Cl:12])=[CH:7][C:6]=1[Cl:13].[CH3:15][N:16]1C(=O)CCC1>[C-]#N.[C-]#N.[Zn+2].C1C=CC([P]([Pd]([P](C2C=CC=CC=2)(C2C=CC=CC=2)C2C=CC=CC=2)([P](C2C=CC=CC=2)(C2C=CC=CC=2)C2C=CC=CC=2)[P](C2C=CC=CC=2)(C2C=CC=CC=2)C2C=CC=CC=2)(C2C=CC=CC=2)C2C=CC=CC=2)=CC=1>[CH3:1][O:2][C:3](=[O:14])[CH2:4][C:5]1[C:10]([C:15]#[N:16])=[CH:9][C:8]([Cl:12])=[CH:7][C:6]=1[Cl:13] |f:2.3.4,^1:30,32,51,70|. Procedure details: A mixture of 2,4-dichloro-6-iodophenylacetic acid methyl ester (0.95 mmol), Zn(CN)2 (0.95 mmol) and tetrakis(triphenylphosphine)palladium (0.05 mmol) in 1.5 mL anhydrous NMP was degassed and heated under argon in a closed vial to 110° C. for 2.5 h. The reaction mixture was cooled to RT, quenched with 10% aq Na2CO3 solution and extracted with EtOAc (3×). The combined organic layers were dried over MgSO4 and concentrated in vacuo. Purification by CC using Hept/EtOAc (9/1) gives the desired product...